This data is from the Open Reaction Database (ORD), a public repository of structured organic reaction records. The task is: describe an organic reaction: reactants, conditions, products, and yield The reactants are CC(C)(C)OC(=O)N1CCC(c2ccc(OCCOS(C)(=O)=O)cc2)C(OCc2ccc3ccccc3c2)C1, CN(C)C=O, [Na], c1nc[nH]n1. Yields the product CC(C)(C)OC(=O)N1CCC(c2ccc(OCCn3cncn3)cc2)C(OCc2ccc3ccccc3c2)C1. RXN SMILES: [CH3:1][S:2]([O:3][CH2:6][CH2:7][O:8][c:9]1[cH:10][cH:11][c:12]([CH:15]2[CH:16]([O:28][CH2:29][c:30]3[cH:31][c:32]4[cH:33][cH:34][cH:35][cH:36][c:37]4[cH:38][cH:39]3)[CH2:17][N:18]([C:21](=[O:22])[O:23][C:24]([CH3:25])([CH3:26])[CH3:27])[CH2:19][CH2:20]2)[cH:13][cH:14]1)(=[O:4])=[O:5].[CH3:46][N:47]([CH3:48])[CH:49]=[O:50].[Na:40].[nH:41]1[n:42][cH:43][n:44][cH:45]1>>[CH2:6]([CH2:7][O:8][c:9]1[cH:10][cH:11][c:12]([CH:15]2[CH:16]([O:28][CH2:29][c:30]3[cH:31][c:32]4[cH:33][cH:34][cH:35][cH:36][c:37]4[cH:38][cH:39]3)[CH2:17][N:18]([C:21](=[O:22])[O:23][C:24]([CH3:25])([CH3:26])[CH3:27])[CH2:19][CH2:20]2)[cH:13][cH:14]1)[n:41]1[n:42][cH:43][n:44][cH:45]1. The reactants are CC(C)(C)OC(=O)N1CCN(CC1)S(=O)(=O)N (4-(aminosulfonyl)-1-piperazinecarboxylic acid-1,1-dimethylethyl ester), product, 2-dicyclohexylphosphiiao-2′,4′,6′-tri-isopropyl-1,1′-biphenyl, C([O-])([O-])=O.[Cs+].[Cs+] (cesium carbonate), ClC1=NC(=NC(=C1)OCC)SCC1=C(C(=CC=C1)F)F (4-chloro-2-[[(2,3-difluorophenyl)methyl]thio]-6-ethoxy-pyrimidine), ClC1=NC(=NC(=C1)OCC)SCC1=C(C(=CC=C1)F)F (4-chloro-2-[[(2,3-difluorophenyl)methyl]thio]-6-ethoxy-pyrimidine). Reagents/catalysts: C=1C=CC(=CC1)/C=C/C(=O)/C=C/C2=CC=CC=C2.C=1C=CC(=CC1)/C=C/C(=O)/C=C/C2=CC=CC=C2.C=1C=CC(=CC1)/C=C/C(=O)/C=C/C2=CC=CC=C2.[Pd].[Pd] (tris(dibenzylideneacetone)dipalladium). The solvent is O1CCOCC1 (dioxane). Yields the product CC(C)(C)OC(=O)N1CCN(CC1)S(=O)(=O)NC1=NC(=NC(=C1)OCC)SCC1=C(C(=CC=C1)F)F (4-[[[2-[[(2,3-difluorophenyl)methyl]thio]-6-ethoxy-4-pyrimidinyl]amino]sulfonyl]-1-piperazinecarboxylic acid-1,1-dimethylethyl ester). Reaction SMILES: [CH3:1][C:2]([O:5][C:6]([N:8]1[CH2:13][CH2:12][N:11]([S:14]([NH2:17])(=[O:16])=[O:15])[CH2:10][CH2:9]1)=[O:7])([CH3:4])[CH3:3].C(=O)([O-])[O-].[Cs+].[Cs+].Cl[C:25]1[CH:30]=[C:29]([O:31][CH2:32][CH3:33])[N:28]=[C:27]([S:34][CH2:35][C:36]2[CH:41]=[CH:40][CH:39]=[C:38]([F:42])[C:37]=2[F:43])[N:26]=1>O1CCOCC1.C1C=CC(/C=C/C(/C=C/C2C=CC=CC=2)=O)=CC=1.C1C=CC(/C=C/C(/C=C/C2C=CC=CC=2)=O)=CC=1.C1C=CC(/C=C/C(/C=C/C2C=CC=CC=2)=O)=CC=1.[Pd].[Pd]>[CH3:4][C:2]([O:5][C:6]([N:8]1[CH2:13][CH2:12][N:11]([S:14]([NH:17][C:25]2[CH:30]=[C:29]([O:31][CH2:32][CH3:33])[N:28]=[C:27]([S:34][CH2:35][C:36]3[CH:41]=[CH:40][CH:39]=[C:38]([F:42])[C:37]=3[F:43])[N:26]=2)(=[O:16])=[O:15])[CH2:10][CH2:9]1)=[O:7])([CH3:1])[CH3:3] |f:1.2.3,6.7.8.9.10|. Procedure details: The subtitle compound was prepared according to the procedure outlined in example 1 step (iv) using a mixture of 4-(aminosulfonyl)-1-piperazinecarboxylic acid-1,1-dimethylethyl ester (the product from step i) (0.29 g), tris(dibenzylideneacetone)dipalladium (0) (67 mg), 2-dicyclohexylphosphiiao-2′,4′,6′-tri-isopropyl-1,1′-biphenyl (XPHOS) (35 mg), cesium carbonate (0.36 g) and 4-chloro-2-[[(2,3-difluorophenyl)methyl]thio]-6-ethoxy-pyrimidine (the product from example 14, step i) (0.23 g) in dioxa... The reactants are O1C(CCCCCC=CCCCCCCCC1)=O (oxacycloheptadec-8-en-2-one), ZnCu, C(I)I (CH2I2), 12. The solvent is CCOCC (Et2O). Run at time 4 hour. Yields the product C12CCCCCCC(OCCCCCCCC2C1)=O (9-Oxa-bicyclo[15.1.0]octadecan-8-one). Reaction SMILES: [CH2:1](I)I.[O:4]1[CH2:20][CH2:19][CH2:18][CH2:17][CH2:16][CH2:15][CH2:14][CH2:13][CH:12]=[CH:11][CH2:10][CH2:9][CH2:8][CH2:7][CH2:6][C:5]1=[O:21]>CCOCC>[CH:12]12[CH2:1][CH:13]1[CH2:14][CH2:15][CH2:16][CH2:17][CH2:18][CH2:19][CH2:20][O:4][C:5](=[O:21])[CH2:6][CH2:7][CH2:8][CH2:9][CH2:10][CH2:11]2. Procedure details: To a dry 500 ml multi-neck round bottom flask fitted with an air stirrer, nitrogen inlet condenser and an addition funnel 8 g of ZnCu, 26 g of CH2I2, 100 ml of Et2O and 2 crystals of 12, were added and stirred. 12 g of oxacycloheptadec-8-en-2-one were added to the mixture and the mixture was heated to reflux. In 4 hours, first sample was taken at 35° C. The mixture was left to age overnight. Next morning, the mixture was quenched with saturated NH4Cl, aqueous layer separated and the organic laye... As a reaction SMILES: [C:1]([CH3:2])([CH3:3])([CH3:4])[O:5][C:6]([CH:7]([CH2:8][C:9]1([C:14]([NH:15][CH:16]2[CH2:17][CH2:18][CH:19]([C:22](=[O:23])[OH:24])[CH2:20][CH2:21]2)=[O:25])[CH2:10][CH2:11][CH2:12][CH2:13]1)[CH2:26][CH2:27][CH2:28][CH2:29][NH2:30])=[O:31].[OH:32][C:33]([C:34]([F:35])([F:36])[F:37])=[O:38]>>[O:5]=[C:6]([CH:7]([CH2:8][C:9]1([C:14]([NH:15][CH:16]2[CH2:17][CH2:18][CH:19]([C:22](=[O:23])[OH:24])[CH2:20][CH2:21]2)=[O:25])[CH2:10][CH2:11][CH2:12][CH2:13]1)[CH2:26][CH2:27][CH2:28][CH2:29][NH2:30])[OH:31]. Reactants: CC(C)(C)OC(=O)C(CCCCN)CC1(C(=O)NC2CCC(C(=O)O)CC2)CCCC1, O=C(O)C(F)(F)F. Yields the product NCCCCC(CC1(C(=O)NC2CCC(C(=O)O)CC2)CCCC1)C(=O)O. Reactants: ice, C1(CCCC2=CC=CC=C12)=NO (tetralone-1-oxime), O (water), C1(=CC=CC=C1)S(=O)(=O)Cl (benzenesulfonic acid chloride). The solvent is N1=CC=CC=C1 (pyridine). Reaction conditions: time 12 hour. The product is C1(=CC=CC=C1)S(=O)(=O)O.COC1=C2CCCC(C2=CC=C1)=NO (5-methoxy-tetralone-1-oxime benzenesulfonate). Isolated yield 92.8%. Reaction SMILES: [C:1]1(=[N:11][OH:12])[C:10]2[C:5](=[CH:6][CH:7]=[CH:8][CH:9]=2)[CH2:4][CH2:3][CH2:2]1.[C:13]1([S:19](Cl)(=[O:21])=[O:20])[CH:18]=[CH:17][CH:16]=[CH:15][CH:14]=1.[OH2:23]>N1C=CC=CC=1>[C:13]1([S:19]([OH:21])(=[O:12])=[O:20])[CH:18]=[CH:17][CH:16]=[CH:15][CH:14]=1.[CH3:13][O:23][C:6]1[CH:7]=[CH:8][CH:9]=[C:10]2[C:5]=1[CH2:4][CH2:3][CH2:2][C:1]2=[N:11][OH:12] |f:4.5|. Procedure: 10 g (0.042 mole) of tetralone-1-oxime are dissolved in 80 ml of anhydrous pyridine. 10.8 g of benzenesulfonic acid chloride are added dropwise in the course of 15 minutes at room temperature and the solution is left to stand for 12 hours. 5 ml of water are then added, after which the solution is poured into 300 ml of ice-cold 4 N HCl. The resulting precipitate is filtered off, dried and recrystallized from ethanol. 13.6 g (92.8% yield) of 5-methoxy-tetralone-1-oxime benzenesulfonate, of melting...